From a dataset of the Open Reaction Database (ORD), a public repository of structured organic reaction records. describe an organic reaction: reactants, conditions, products, and yield Reactants: CC(C)([O-])C.[K+] (potassium t-butoxide), C(C1=CC=CC=C1)S (benzyl mercaptan), COC(=O)CCCCCC (hexane-1-carboxylic acid methyl ester). Yields the product COC(=O)C1C(CCC1CSCC1=CC=CC=C1)=O (5-benzylthiomethyl-2-oxo-cyclopentanecarboxylic acid methyl ester). Isolated yield 78.0%. RXN SMILES: CC(C)([O-:4])C.[K+].[CH2:7]([SH:14])[C:8]1[CH:13]=[CH:12][CH:11]=[CH:10][CH:9]=1.[CH3:15][O:16][C:17]([CH2:19][CH2:20][CH2:21][CH2:22][CH2:23][CH3:24])=[O:18]>>[CH3:15][O:16][C:17]([CH:19]1[CH:23]([CH2:24][S:14][CH2:7][C:8]2[CH:13]=[CH:12][CH:11]=[CH:10][CH:9]=2)[CH2:22][CH2:21][C:20]1=[O:4])=[O:18] |f:0.1|. Reported procedure: In accordance with the process of Example 16, potassium t-butoxide (336 mg; 3 m mol), benzyl mercaptan (372 mg; 3 m mol) and 2-oxo-bicyclo 3.1.0! hexane-1-carboxylic acid methyl ester (463 mg; 3 m mol) were used in the reaction, and the reaction product was purified by a silica gel column chromatography with ethyl acetate and n-hexane (1.5; 8.5) to obtain 650 mg of 5-benzylthiomethyl-2-oxo-cyclopentanecarboxylic acid methyl ester as an oil. The product is COC(=O)c1cc(-c2cccnc2)cc([N+](=O)[O-])c1SC#N. As a reaction SMILES: [C:29](=[O:30])([O-:31])[OH:32].[CH3:1][O:2][C:3]([c:4]1[c:5]([NH2:19])[c:6]([N+:16](=[O:17])[O-:18])[cH:7][c:8](-[c:10]2[cH:11][n:12][cH:13][cH:14][cH:15]2)[cH:9]1)=[O:20].[Cu:40][S:41][C:42]#[N:43].[K+:25].[N:21]([O-:22])=[O:23].[Na+:24].[Na+:33].[OH2:39].[S-:26][C:27]#[N:28].[S:34](=[O:35])(=[O:36])([OH:37])[OH:38]>>[CH3:1][O:2][C:3]([c:4]1[c:5]([S:26][C:27]#[N:28])[c:6]([N+:16](=[O:17])[O-:18])[cH:7][c:8](-[c:10]2[cH:11][n:12][cH:13][cH:14][cH:15]2)[cH:9]1)=[O:20]. Starting materials: O=C([O-])O, COC(=O)c1cc(-c2cccnc2)cc([N+](=O)[O-])c1N, N#CS[Cu], [K+], O=N[O-], [Na+], [Na+], O, N#C[S-], O=S(=O)(O)O. Starting materials: Cl.Cl.NC=1C(=C(COC=2C=3N(C=CC2)C(=C(N3)C)Br)C(=CC1)Cl)Cl (8-(3-amino-2,6-dichlorobenzyloxy)-3-bromo-2-methylimidazo[1,2-a]pyridine dihydrochloride), CS(=O)(=O)Cl (methanesulfonyl chloride), ice water. The solvent is N1=CC=CC=C1 (pyridine), C(C)N(C=O)CC (N,N-diethylformamide). Product: BrC1=C(N=C2N1C=CC=C2OCC2=C(C(=CC=C2Cl)N=CN(CC)CC)Cl)C (3-bromo-8-[2,6-dichloro-3-[(N,N-diethylaminomethylene)amino]benzyloxy]-2-methylimidazo[1,2-a]pyridine). The yield is 127.3%. As a reaction SMILES: Cl.Cl.[NH2:3][C:4]1[C:5]([Cl:24])=[C:6]([C:20]([Cl:23])=[CH:21][CH:22]=1)[CH2:7][O:8][C:9]1[C:10]2[N:11]([C:15]([Br:19])=[C:16]([CH3:18])[N:17]=2)[CH:12]=[CH:13][CH:14]=1.CS(Cl)(=O)=O>N1C=CC=CC=1.C(N(CC)C=O)C>[Br:19][C:15]1[N:11]2[CH:12]=[CH:13][CH:14]=[C:9]([O:8][CH2:7][C:6]3[C:20]([Cl:23])=[CH:21][CH:22]=[C:4]([N:3]=[CH:15][N:11]([CH2:12][CH3:13])[CH2:10][CH3:9])[C:5]=3[Cl:24])[C:10]2=[N:17][C:16]=1[CH3:18] |f:0.1.2|. Procedure details: To a suspension of 8-(3-amino-2,6-dichlorobenzyloxy)-3-bromo-2-methylimidazo[1,2-a]pyridine dihydrochloride (100 mg) in a mixture of pyridine (0.5 ml) and N,N-diethylformamide (1.5 ml) was added methanesulfonyl chloride (27 mg) in one portion. The mixture was stirred at 60°-70° C. for one and half hours, cooled, and poured into ice water. The separated oil was extracted with dichloromethane. The extract was washed with water, dried, and concentrated in vacuo to give a brown oil, which was purifi... The reactants are BrC=1C=C2C=CNC2=C(C1)F (5-bromo-7-fluoroindole), C(C)OC(C=C(C1=CC=CC=C1)C1=C2C=CNC2=C(C=C1)OC)=O (3-(7-Methoxy-1H-Indol-4-yl)-3-phenyl-acrylic acid ethyl ester). Procedure: 3-(7-Fluoro-1H-indol-5-yl)-3-phenyl-acrylic acid ethyl ester LXXXI (215 mg, 74% yield)was prepared from 5-bromo-7-fluoroindole using the procedure described for 3-(7-Methoxy-1H-Indol-4-yl)-3-phenyl-acrylic acid ethyl ester LIII (Example 13). The yield is 74.0%. RXN SMILES: Br[C:2]1[CH:3]=[C:4]2[C:8](=[C:9]([F:11])[CH:10]=1)[NH:7][CH:6]=[CH:5]2.[CH2:12]([O:14][C:15](=[O:35])[CH:16]=[C:17](C1C=CC(OC)=C2C=1C=CN2)[C:18]1[CH:23]=[CH:22][CH:21]=[CH:20][CH:19]=1)[CH3:13]>>[CH2:12]([O:14][C:15](=[O:35])[CH:16]=[C:17]([C:2]1[CH:3]=[C:4]2[C:8](=[C:9]([F:11])[CH:10]=1)[NH:7][CH:6]=[CH:5]2)[C:18]1[CH:23]=[CH:22][CH:21]=[CH:20][CH:19]=1)[CH3:13]. The product is C(C)OC(C=C(C1=CC=CC=C1)C=1C=C2C=CNC2=C(C1)F)=O (3-(7-Fluoro-1H-indol-5-yl)-3-phenyl-acrylic acid ethyl ester). Reactants: O (water), NC(C(O)C1=CC=C(C=C1)OC1=CC=CC=C1)CC1=CC=C(C=C1)C(F)(F)F ((1RS,2SR)-2-amino-1-(4-phenoxyphenyl)-3-(4-(trifluoromethyl)phenyl)-1-propanol), FC1=CC=C(C2=CC=CC=C12)C(=O)O (4-fluoronaphthalenecarboxylic acid), Cl.C(C)N=C=NCCCN(C)C (1-ethyl-3-(3-dimethylaminopropyl)-carbodiimide hydrochloride), ON1N=NC2=C1C=CC=C2 (1-hydroxy-1H-benzotriazole). Run in C(C)#N (acetonitrile). Reaction conditions: time 8 hour. The product is OC(C(CC1=CC=C(C=C1)C(F)(F)F)NC(=O)C1=CC=C(C2=CC=CC=C12)F)C1=CC(=CC=C1)OC1=CC=CC=C1 (N-((1RS,2SR)-2-hydroxy-2-(3-phenoxyphenyl)-1-((4-(trifluoromethyl)phenyl)methyl)ethyl)-4-fluoro-1-naphthalenecarboxamide). Yield: 77.0%. Reaction SMILES: [NH2:1][CH:2]([CH2:18][C:19]1[CH:24]=[CH:23][C:22]([C:25]([F:28])([F:27])[F:26])=[CH:21][CH:20]=1)[CH:3]([C:5]1[CH:10]=[CH:9][C:8](OC2C=CC=CC=2)=[CH:7][CH:6]=1)[OH:4].[F:29][C:30]1[C:39]2[C:34](=[CH:35][CH:36]=[CH:37][CH:38]=2)[C:33]([C:40]([OH:42])=O)=[CH:32][CH:31]=1.Cl.C(N=C=NCCCN(C)C)C.ON1[C:60]2[CH:61]=[CH:62][CH:63]=[CH:64][C:59]=2N=N1.[OH2:65]>C(#N)C>[OH:4][CH:3]([C:5]1[CH:10]=[CH:9][CH:8]=[C:7]([O:65][C:59]2[CH:64]=[CH:63][CH:62]=[CH:61][CH:60]=2)[CH:6]=1)[CH:2]([NH:1][C:40]([C:33]1[C:34]2[C:39](=[CH:38][CH:37]=[CH:36][CH:35]=2)[C:30]([F:29])=[CH:31][CH:32]=1)=[O:42])[CH2:18][C:19]1[CH:24]=[CH:23][C:22]([C:25]([F:26])([F:28])[F:27])=[CH:21][CH:20]=1 |f:2.3|. Procedure: To a solution of (1RS,2SR)-2-amino-1-(4-phenoxyphenyl)-3-(4-(trifluoromethyl)phenyl)-1-propanol (400 mg, 1.03 mmol) in acetonitrile (30 ml) were added 4-fluoronaphthalenecarboxylic acid (196 mg, 1.03 mmol), 1-ethyl-3-(3-dimethylaminopropyl)-carbodiimide hydrochloride (247 mg, 1.55 mmol) and 1-hydroxy-1H-benzotriazole (158 mg, 1.03 mmol), and the mixture was stirred overnight at room temperature. The reaction solution was diluted with water (100 ml) and extracted with ethyl acetate (100 ml×2). Th... The reactants are O=C([O-])[O-], CCOc1cc2c(cc1OC)C(c1ccc(OC)nc1OC)=NC1CCC(OC(C)=O)CC21, CO, ClCCl, [Cs+], [Cs+]. Yields the product CCOc1cc2c(cc1OC)C(c1ccc(OC)nc1OC)=NC1CCC(O)CC21. Reaction SMILES: [C:36](=[O:37])([O-:38])[O-:39].[CH3:1][O:2][c:3]1[n:4][c:5]([O:32][CH3:33])[cH:6][cH:7][c:8]1[C:9]1=[N:10][CH:11]2[CH2:12][CH2:13][CH:14]([O:28][C:29](=[O:30])[CH3:31])[CH2:15][CH:16]2[c:17]2[cH:18][c:19]([O:25][CH2:26][CH3:27])[c:20]([O:23][CH3:24])[cH:21][c:22]21.[CH3:34][OH:35].[Cl:42][CH2:43][Cl:44].[Cs+:40].[Cs+:41]>>[CH3:1][O:2][c:3]1[n:4][c:5]([O:32][CH3:33])[cH:6][cH:7][c:8]1[C:9]1=[N:10][CH:11]2[CH2:12][CH2:13][CH:14]([OH:28])[CH2:15][CH:16]2[c:17]2[cH:18][c:19]([O:25][CH2:26][CH3:27])[c:20]([O:23][CH3:24])[cH:21][c:22]21. The reactants are CC(C)O, Cc1c(F)cc(C(=O)NC2CC2)cc1-c1ccc2c(=O)n(CC(C)(C)CO)cc(CN3CCN(C(=O)OC(C)(C)C)CC3C)c2c1, Cl. The product is Cc1c(F)cc(C(=O)NC2CC2)cc1-c1ccc2c(=O)n(CC(C)(C)CO)cc(CN3CCNCC3C)c2c1. Reaction SMILES: [CH3:48][CH:49]([OH:50])[CH3:51].[CH:1]1([NH:4][C:5](=[O:6])[c:7]2[cH:8][c:9]([F:46])[c:10]([CH3:45])[c:11](-[c:13]3[cH:14][c:15]4[c:16]([CH2:30][N:31]5[CH:32]([CH3:44])[CH2:33][N:34]([C:37]([O:38][C:39]([CH3:40])([CH3:41])[CH3:42])=[O:43])[CH2:35][CH2:36]5)[cH:17][n:18]([CH2:24][C:25]([CH2:26][OH:27])([CH3:28])[CH3:29])[c:19](=[O:23])[c:20]4[cH:21][cH:22]3)[cH:12]2)[CH2:2][CH2:3]1.[ClH:47]>>[CH:1]1([NH:4][C:5](=[O:6])[c:7]2[cH:8][c:9]([F:46])[c:10]([CH3:45])[c:11](-[c:13]3[cH:14][c:15]4[c:16]([CH2:30][N:31]5[CH:32]([CH3:44])[CH2:33][NH:34][CH2:35][CH2:36]5)[cH:17][n:18]([CH2:24][C:25]([CH2:26][OH:27])([CH3:28])[CH3:29])[c:19](=[O:23])[c:20]4[cH:21][cH:22]3)[cH:12]2)[CH2:2][CH2:3]1. Product: Cc1ccc2c(c1)c1c(n2CCc2ccc(C(F)(F)F)nc2)CC2(CC2)N(C)C1. Reactants: Cc1ccc2[nH]c3c(c2c1)CN(C)C1(CC1)C3, CN1CCCC1=O, C=Cc1ccc(C(F)(F)F)nc1, [K+], [OH-]. RXN SMILES: [CH3:1][N:2]1[CH2:3][c:4]2[c:5]([nH:6][c:7]3[cH:8][cH:9][c:10]([CH3:13])[cH:11][c:12]23)[CH2:14][C:15]12[CH2:16][CH2:17]2.[CH3:32][N:33]1[CH2:34][CH2:35][CH2:36][C:37]1=[O:38].[F:18][C:19]([c:20]1[n:21][cH:22][c:23]([CH:26]=[CH2:27])[cH:24][cH:25]1)([F:28])[F:29].[K+:31].[OH-:30]>>[CH3:1][N:2]1[CH2:3][c:4]2[c:5]([n:6]([CH2:27][CH2:26][c:23]3[cH:22][n:21][c:20]([C:19]([F:18])([F:28])[F:29])[cH:25][cH:24]3)[c:7]3[cH:8][cH:9][c:10]([CH3:13])[cH:11][c:12]23)[CH2:14][C:15]12[CH2:16][CH2:17]2. Starting materials: C(#N)C1=C(OCC2CO2)C=CC=C1 (1-(2-cyano- phenoxy)-2,3-epoxypropane), NCCOC1=CC=C(C=C1)C=1C(CC(NN1)=O)C (6-[4-(2-aminoethoxy)phenyl]-4,5-dihydro-5-methyl-3(2H)-pyridazinone). The product is C(#N)C1=C(OCC(CNCCOC2=CC=C(C=C2)C=2C(CC(NN2)=O)C)O)C=CC=C1 (6-[4-[2-[3-(2-Cyano-phenoxy)-2-hydroxypropylamino]ethoxy]phenyl]-4,5-dihydro-5-methyl-3(2H)-pyridazinone). RXN SMILES: [C:1]([C:3]1[CH:13]=[CH:12][CH:11]=[CH:10][C:4]=1[O:5][CH2:6][CH:7]1[O:9][CH2:8]1)#[N:2].[NH2:14][CH2:15][CH2:16][O:17][C:18]1[CH:23]=[CH:22][C:21]([C:24]2[CH:25]([CH3:31])[CH2:26][C:27](=[O:30])[NH:28][N:29]=2)=[CH:20][CH:19]=1>>[C:1]([C:3]1[CH:13]=[CH:12][CH:11]=[CH:10][C:4]=1[O:5][CH2:6][CH:7]([OH:9])[CH2:8][NH:14][CH2:15][CH2:16][O:17][C:18]1[CH:19]=[CH:20][C:21]([C:24]2[CH:25]([CH3:31])[CH2:26][C:27](=[O:30])[NH:28][N:29]=2)=[CH:22][CH:23]=1)#[N:2]. Procedure: Prepared analogously to Example 1 from 1-(2-cyano- phenoxy)-2,3-epoxypropane and 6-[4-(2-aminoethoxy)phenyl]-4,5-dihydro-5-methyl-3(2H)-pyridazinone.